The task is: describe an organic reaction: reactants, conditions, products, and yield. This data is from the Open Reaction Database (ORD), a public repository of structured organic reaction records. The reactants are [Cl-].[Al+3].[Cl-].[Cl-] (aluminum chloride), [H-].[Al+3].[Li+].[H-].[H-].[H-] (lithium aluminum hydride), N(=[N+]=[N-])CC(N(CC)CC)C1=CC=CC2=CC=CC=C12 (α-azidomethyl-N,N-diethyl-1-naphthalenemethanamine). The solvent is C(C)OCC (diethyl ether), C(C)OCC (diethylether). The product is C(C)N(C(CN)C1=CC=CC2=CC=CC=C12)CC (N1,N1 -Diethyl-1-(naphthalen-1-yl)-1,2-ethanediamine). As a reaction SMILES: [H-].[Al+3].[Li+].[H-].[H-].[H-].[Cl-].[Al+3].[Cl-].[Cl-].[N:11]([CH2:14][CH:15]([C:21]1[C:30]2[C:25](=[CH:26][CH:27]=[CH:28][CH:29]=2)[CH:24]=[CH:23][CH:22]=1)[N:16]([CH2:19][CH3:20])[CH2:17][CH3:18])=[N+]=[N-]>C(OCC)C>[CH2:19]([N:16]([CH2:17][CH3:18])[CH:15]([C:21]1[C:30]2[C:25](=[CH:26][CH:27]=[CH:28][CH:29]=2)[CH:24]=[CH:23][CH:22]=1)[CH2:14][NH2:11])[CH3:20] |f:0.1.2.3.4.5,6.7.8.9|. Reported procedure: To a suspension of 0.76 g (0.02 mol) of lithium aluminum hydride in 100 mL of dry diethyl ether under a nitrogen atmosphere and cooled to -10° to 0° C. add carefully in portions 10.67 g (0.08 mol) of aluminum chloride. When the initial reaction has ceased add dropwise a solution of 2.68 g (0.01 mol) of α-azidomethyl-N,N-diethyl-1-naphthalenemethanamine in 50 mL of diethylether. When the addition is complete allow the reaction mixture to warm to room temperature. Follow the progress of the reacti... Starting materials: C(C1=CC=CC=C1)N1C[C@]2(C(N(C(N2C)=O)C2=CC(=CC(=C2)Cl)Cl)=O)[C@@H](C1)C1=CC=C(C=C1)Br ((5S*,9R*)-7-Benzyl-9-(4-bromophenyl)-3-(3,5-dichlorophenyl)-1-methyl-1,3,7-triazaspiro[4.4]nonane-2,4-dione), C[Sn](C=1C=NC=NC1)(C)C (5-trimethylstannyl-pyrimidine). Reagents/catalysts: C=1C=CC(=CC1)[P](C=2C=CC=CC2)(C=3C=CC=CC3)[Pd]([P](C=4C=CC=CC4)(C=5C=CC=CC5)C=6C=CC=CC6)([P](C=7C=CC=CC7)(C=8C=CC=CC8)C=9C=CC=CC9)[P](C=1C=CC=CC1)(C=1C=CC=CC1)C=1C=CC=CC1 (tetrakis(triphenylphosphine)palladium(0)). Run in C1(=CC=CC=C1)C (toluene). Yields the product C(C1=CC=CC=C1)N1C[C@]2(C(N(C(N2C)=O)C2=CC(=CC(=C2)Cl)Cl)=O)[C@@H](C1)C1=CC=C(C=C1)C=1C=NC=NC1 ((5S*,9R*)-7-Benzyl-3-(3,5-dichlorophenyl)-1-methyl-9-(4-pyrimidin-5-yl-phenyl)-1,3,7-triazaspiro[4.4]nonane-2,4-dione). As a reaction SMILES: [CH2:1]([N:8]1[CH2:27][C@@H:26]([C:28]2[CH:33]=[CH:32][C:31](Br)=[CH:30][CH:29]=2)[C@:10]2([N:14]([CH3:15])[C:13](=[O:16])[N:12]([C:17]3[CH:22]=[C:21]([Cl:23])[CH:20]=[C:19]([Cl:24])[CH:18]=3)[C:11]2=[O:25])[CH2:9]1)[C:2]1[CH:7]=[CH:6][CH:5]=[CH:4][CH:3]=1.C[Sn](C)(C)[C:37]1[CH:38]=[N:39][CH:40]=[N:41][CH:42]=1>C1(C)C=CC=CC=1.C1C=CC([P]([Pd]([P](C2C=CC=CC=2)(C2C=CC=CC=2)C2C=CC=CC=2)([P](C2C=CC=CC=2)(C2C=CC=CC=2)C2C=CC=CC=2)[P](C2C=CC=CC=2)(C2C=CC=CC=2)C2C=CC=CC=2)(C2C=CC=CC=2)C2C=CC=CC=2)=CC=1>[CH2:1]([N:8]1[CH2:27][C@@H:26]([C:28]2[CH:33]=[CH:32][C:31]([C:37]3[CH:38]=[N:39][CH:40]=[N:41][CH:42]=3)=[CH:30][CH:29]=2)[C@:10]2([N:14]([CH3:15])[C:13](=[O:16])[N:12]([C:17]3[CH:22]=[C:21]([Cl:23])[CH:20]=[C:19]([Cl:24])[CH:18]=3)[C:11]2=[O:25])[CH2:9]1)[C:2]1[CH:7]=[CH:6][CH:5]=[CH:4][CH:3]=1 |^1:55,57,76,95|. Procedure: A mixture of Example 65 (2 g, 3.58 mmol), 5-trimethylstannyl-pyrimidine (1.3 g, 5.35 mmol, prepared according to patent WO 95/06636) and tetrakis(triphenylphosphine)palladium(0) (620 mg, 0.54 mmol) in toluene (50 ml) was refluxed for 10 h under a nitrogen atmosphere. After cooling to room temperature, the insoluble material was filtered off and washed twice with toluene. The toluene layers were concentrated in vacuo. The resulting orange oil (3.1 g) was chromatographed over silica gel (eluent: E... Starting materials: CN(C)c1ccncc1, Nc1nnc(C2CC2)s1, COc1ccc(Cl)cc1C(=O)NCCc1ccc(S(=O)(=O)Cl)cc1, c1ccncc1. Yields the product COc1ccc(Cl)cc1C(=O)NCCc1ccc(S(=O)(=O)Nc2nnc(C3CC3)s2)cc1. Reaction SMILES: [CH3:34][N:35]([CH3:36])[c:37]1[cH:38][cH:39][n:40][cH:41][cH:42]1.[CH:25]1([c:28]2[n:29][n:30][c:31]([NH2:33])[s:32]2)[CH2:26][CH2:27]1.[Cl:1][c:2]1[cH:3][cH:4][c:5]([O:23][CH3:24])[c:6]([C:7](=[O:8])[NH:9][CH2:10][CH2:11][c:12]2[cH:13][cH:14][c:15]([S:18](=[O:19])(=[O:20])[Cl:21])[cH:16][cH:17]2)[cH:22]1.[cH:43]1[cH:44][cH:45][n:46][cH:47][cH:48]1>>[Cl:1][c:2]1[cH:3][cH:4][c:5]([O:23][CH3:24])[c:6]([C:7](=[O:8])[NH:9][CH2:10][CH2:11][c:12]2[cH:13][cH:14][c:15]([S:18](=[O:19])(=[O:20])[NH:33][c:31]3[n:30][n:29][c:28]([CH:25]4[CH2:26][CH2:27]4)[s:32]3)[cH:16][cH:17]2)[cH:22]1. Reactants: BrC1=CC=C(C=N1)CO ((6-bromopyridin-3-yl)methanol), BrC1=CC=C(C=C1)B(O)O (4-bromophenylboronic acid). Product: BrC1=CC=C(C=C1)C1=CC=C(C=N1)CO ([6-(4-bromophenyl)pyridin-3-yl]methanol), solid. Isolated yield 51.0%. RXN SMILES: Br[C:2]1[N:7]=[CH:6][C:5]([CH2:8][OH:9])=[CH:4][CH:3]=1.[Br:10][C:11]1[CH:16]=[CH:15][C:14](B(O)O)=[CH:13][CH:12]=1>>[Br:10][C:11]1[CH:16]=[CH:15][C:14]([C:2]2[N:7]=[CH:6][C:5]([CH2:8][OH:9])=[CH:4][CH:3]=2)=[CH:13][CH:12]=1. Procedure details: In accordance with Example 11-(1), but using (6-bromopyridin-3-yl)methanol instead of 4-bromobenzyl bromide, and 4-bromophenylboronic acid instead of [3-(hydroxymethyl)phenyl]boronic acid, [6-(4-bromophenyl)pyridin-3-yl]methanol was afforded as a white solid (yield 51%). Starting materials: BrC=1C=CC(=C(C1)C(F)(F)F)Cl (5-bromo-2-chlorobenzotrifluoride), ( 55 ), ( 67 ), C[C@@H]1N([C@@H](CNC1)C)CCC (cis-2,6-dimethyl-1-propyl-piperazine), Cl (HCl), ( 82 ). Yields the product ClC1=C(C=C(C=C1)N1C[C@@H](N([C@@H](C1)C)CCC)C)C(F)(F)F (cis-4-(4-Chloro-3-trifluoromethyl-phenyl)-2,6-dimethyl-1-propyl-piperazine). Reaction SMILES: Br[C:2]1[CH:3]=[CH:4][C:5]([Cl:12])=[C:6]([C:8]([F:11])([F:10])[F:9])[CH:7]=1.[CH3:13][C@H:14]1[CH2:19][NH:18][CH2:17][C@@H:16]([CH3:20])[N:15]1[CH2:21][CH2:22][CH3:23].Cl>>[Cl:12][C:5]1[CH:4]=[CH:3][C:2]([N:18]2[CH2:17][C@@H:16]([CH3:20])[N:15]([CH2:21][CH2:22][CH3:23])[C@@H:14]([CH3:13])[CH2:19]2)=[CH:7][C:6]=1[C:8]([F:11])([F:10])[F:9]. Procedure details: Beginning with 5-bromo-2-chlorobenzotrifluoride and cis-2,6-dimethyl-1-propyl-piperazine, the title compound was recovered by the procedure described in Preparation 9: m.p. 256° C. (HCl), MS m/z (rel. intensity, 70 eV)) 335 (M+, 5), 305 (55), 112 (bp), 70 (67), 56 (82). Starting materials: C([O-])([O-])=O.[Na+].[Na+] (sodium carbonate), ClC1=C(C=C(C(=C1)C)C)C1C(N(C2(C1=O)CCN(CC2)OC)C)=O (3-(2-chloro-4,5-dimethyl-phenyl)-8-methoxy-1-methyl-1,8-diaza-spiro[4.5]decane-2,4-dione), C(O)([O-])=O.[Na+] (sodium hydrogen carbonate), S(=O)(=O)(Cl)Cl (sulfuryl chloride). The solvent is ClCCl (dichloromethane), ClCCl (dichloromethane). Conditions: temperature 0 celsius, time 1.5 hour. The product is ClC1(C(N(C2(C1=O)CCN(CC2)OC)C)=O)C2=C(C=C(C(=C2)C)C)Cl (3-Chloro-3-(2-chloro-4,5-dimethyl-phenyl)-8-methoxy-1-methyl-1,8-diaza-spiro[4.5]decane-2,4-dione). Reaction SMILES: [Cl:1][C:2]1[CH:7]=[C:6]([CH3:8])[C:5]([CH3:9])=[CH:4][C:3]=1[CH:10]1[C:14](=[O:15])[C:13]2([CH2:20][CH2:19][N:18]([O:21][CH3:22])[CH2:17][CH2:16]2)[N:12]([CH3:23])[C:11]1=[O:24].C(=O)([O-])O.[Na+].S(Cl)([Cl:33])(=O)=O.C(=O)([O-])[O-].[Na+].[Na+]>ClCCl>[Cl:33][C:10]1([C:3]2[CH:4]=[C:5]([CH3:9])[C:6]([CH3:8])=[CH:7][C:2]=2[Cl:1])[C:14](=[O:15])[C:13]2([CH2:20][CH2:19][N:18]([O:21][CH3:22])[CH2:17][CH2:16]2)[N:12]([CH3:23])[C:11]1=[O:24] |f:1.2,4.5.6|. Procedure: To a solution of 3-(2-chloro-4,5-dimethyl-phenyl)-8-methoxy-1-methyl-1,8-diaza-spiro[4.5]decane-2,4-dione (compound P2.26) (120 mg, 0.342 mmol) and sodium hydrogen carbonate (72 mg, 0.857 mmol) in dichloromethane (5 ml) at −5° C. was added sulfuryl chloride (0.026 ml, 43.3 mg, 0.321 mmol) in dichloromethane (0.5 ml) dropwise. The reaction mixture was stirred at 0° C. for 1.5 hour, poured on saturated aqueous sodium carbonate, the layers were separated, the water phase extracted with ethyl acetat... Reaction SMILES: [Br:20][Br:21].[CH:22]([N:23]([CH2:24][CH3:25])[CH:26]([CH3:27])[CH3:28])([CH3:29])[CH3:30].[Cl:66][CH2:67][Cl:68].[OH:31][CH2:32][c:33]1[cH:34][c:35]([O:36][C:37](=[O:38])[O:39][CH2:40][C:41](=[C:42]([C:43](=[O:44])[O:45][CH3:46])[c:47]2[cH:48][cH:49][cH:50][cH:51][cH:52]2)[c:53]2[cH:54][cH:55][c:56]([S:59](=[O:60])(=[O:61])[CH3:62])[cH:57][cH:58]2)[cH:63][cH:64][cH:65]1.[c:1]1([P:2]([c:3]2[cH:4][cH:5][cH:6][cH:7][cH:8]2)[c:9]2[cH:10][cH:11][cH:12][cH:13][cH:14]2)[cH:15][cH:16][cH:17][cH:18][cH:19]1>>[Br:20][CH2:32][c:33]1[cH:34][c:35]([O:36][C:37](=[O:38])[O:39][CH2:40][C:41](=[C:42]([C:43](=[O:44])[O:45][CH3:46])[c:47]2[cH:48][cH:49][cH:50][cH:51][cH:52]2)[c:53]2[cH:54][cH:55][c:56]([S:59](=[O:60])(=[O:61])[CH3:62])[cH:57][cH:58]2)[cH:63][cH:64][cH:65]1. Reactants: BrBr, CCN(C(C)C)C(C)C, ClCCl, COC(=O)C(=C(COC(=O)Oc1cccc(CO)c1)c1ccc(S(C)(=O)=O)cc1)c1ccccc1, c1ccc(P(c2ccccc2)c2ccccc2)cc1. Yields the product COC(=O)C(=C(COC(=O)Oc1cccc(CBr)c1)c1ccc(S(C)(=O)=O)cc1)c1ccccc1. The reactants are CCOC(=O)CBr, O=C([O-])[O-], CC(C)(C)OC(=O)Nc1ccc(O)cc1, ClC(Cl)Cl, [Cs+], [Cs+], CN(C)C=O. Yields the product CCOC(=O)COc1ccc(NC(=O)OC(C)(C)C)cc1. As a reaction SMILES: [Br:27][CH2:28][C:29](=[O:30])[O:31][CH2:32][CH3:33].[C:16](=[O:17])([O-:18])[O-:19].[CH3:1][C:2]([CH3:3])([O:4][C:5](=[O:6])[NH:7][c:8]1[cH:9][cH:10][c:11]([OH:14])[cH:12][cH:13]1)[CH3:15].[Cl:34][CH:35]([Cl:36])[Cl:37].[Cs+:20].[Cs+:21].[O:22]=[CH:23][N:24]([CH3:25])[CH3:26]>>[CH3:1][C:2]([CH3:3])([O:4][C:5](=[O:6])[NH:7][c:8]1[cH:9][cH:10][c:11]([O:14][CH2:28][C:29](=[O:30])[O:31][CH2:32][CH3:33])[cH:12][cH:13]1)[CH3:15].